The task is: describe an organic reaction: reactants, conditions, products, and yield. This data is from the Open Reaction Database (ORD), a public repository of structured organic reaction records. The reactants are ClCC1=CC=C(C(=N1)CC(C)(C)C)C1=C(C=CC(=C1)OC)F (6-(chloromethyl)-2-(2,2-dimethylpropyl)-3-(2-fluoro-5-methoxyphenyl)pyridine), OC=1C(=C(C=CC1)CCC(=O)OCC)C (ethyl 3-(3-hydroxy-2-methylphenyl)propanoate), C([O-])([O-])=O.[Cs+].[Cs+] (cesium carbonate), C(C)(=O)OCC (Ethyl acetate). Solvent: C(C)#N (acetonitrile). The product is CC(CC1=C(C=CC(=N1)COC=1C(=C(C=CC1)CCC(=O)OCC)C)C1=C(C=CC(=C1)OC)F)(C)C (ethyl 3-(3-((6-(2,2-dimethylpropyl)-5-(2-fluoro-5-methoxyphenyl)pyridin-2-yl)methoxy)-2-methylphenyl)propanoate). Isolated yield 86.9%. RXN SMILES: Cl[CH2:2][C:3]1[N:8]=[C:7]([CH2:9][C:10]([CH3:13])([CH3:12])[CH3:11])[C:6]([C:14]2[CH:19]=[C:18]([O:20][CH3:21])[CH:17]=[CH:16][C:15]=2[F:22])=[CH:5][CH:4]=1.[OH:23][C:24]1[C:25]([CH3:37])=[C:26]([CH2:30][CH2:31][C:32]([O:34][CH2:35][CH3:36])=[O:33])[CH:27]=[CH:28][CH:29]=1.C(=O)([O-])[O-].[Cs+].[Cs+].C(OCC)(=O)C>C(#N)C>[CH3:11][C:10]([CH3:13])([CH3:12])[CH2:9][C:7]1[N:8]=[C:3]([CH2:2][O:23][C:24]2[C:25]([CH3:37])=[C:26]([CH2:30][CH2:31][C:32]([O:34][CH2:35][CH3:36])=[O:33])[CH:27]=[CH:28][CH:29]=2)[CH:4]=[CH:5][C:6]=1[C:14]1[CH:19]=[C:18]([O:20][CH3:21])[CH:17]=[CH:16][C:15]=1[F:22] |f:2.3.4|. Reported procedure: To a solution of 6-(chloromethyl)-2-(2,2-dimethylpropyl)-3-(2-fluoro-5-methoxyphenyl)pyridine (300 mg) in acetonitrile (20 mL) were added ethyl 3-(3-hydroxy-2-methylphenyl)propanoate (197 mg) and cesium carbonate (511 mg), and the mixture was heated under reflux for 15 hr. Ethyl acetate was added to the reaction mixture, and the insoluble material was filtered off. The solvent in the filtrate was evaporated under reduced pressure, and the residue was purified by silica gel column chromatography ... Reactants: ice water, crude compound, FC1=C(C=CC=2B(OC(C21)(C)C)O)C(=NO)Cl (4-fluoro-N,1-dihydroxy-3,3-dimethyl-1,3-dihydrobenzo[c][1,2]oxaborole-5-carbimidoyl chloride), ClC1=CC(=CC(=C1)C(=C)C(F)(F)F)Cl (1,3-dichloro-5-(3,3,3-trifluoroprop-1-en-2-yl)benzene), TEA. The solvent is CN(C)C=O (DMF). Reaction conditions: time 12 hour. Product: ClC=1C=C(C=C(C1)Cl)C1(CC(=NO1)C1=C(C2=C(B(OC2(C)C)O)C=C1)F)C(F)(F)F (5-(5-(3,5-dichlorophenyl)-5-(trifluoromethyl)-4,5-dihydroisoxazol-3-yl)-4-fluoro-3,3-dimethylbenzo[c][1,2]oxaborol-1(3H)-ol). RXN SMILES: [F:1][C:2]1[C:10]2[C:9]([CH3:12])([CH3:11])[O:8][B:7]([OH:13])[C:6]=2[CH:5]=[CH:4][C:3]=1[C:14](Cl)=[N:15][OH:16].[Cl:18][C:19]1[CH:24]=[C:23]([C:25]([C:27]([F:30])([F:29])[F:28])=[CH2:26])[CH:22]=[C:21]([Cl:31])[CH:20]=1>CN(C=O)C>[Cl:18][C:19]1[CH:24]=[C:23]([C:25]2([C:27]([F:30])([F:28])[F:29])[O:16][N:15]=[C:14]([C:3]3[CH:4]=[CH:5][C:6]4[B:7]([OH:13])[O:8][C:9]([CH3:12])([CH3:11])[C:10]=4[C:2]=3[F:1])[CH2:26]2)[CH:22]=[C:21]([Cl:31])[CH:20]=1. Procedure details: To a solution of the crude compound 4-fluoro-N,1-dihydroxy-3,3-dimethyl-1,3-dihydrobenzo[c][1,2]oxaborole-5-carbimidoyl chloride (180 mg. 0.70 mmol) and 1,3-dichloro-5-(3,3,3-trifluoroprop-1-en-2-yl)benzene (203 mg, 0.84 mmol) in DMF (5 mL) at rt was added TEA (117 μL, 0.84 mmol). The reaction mixture was stirred for 12 h, poured into ice-water and extracted three times with ethyl acetate. The organic layer was washed with brine, dried over Na2SO4, filtered and concentrated under reduced pressur... Starting materials: C(C(=C)C)(=O)O.C(C(=C)C)(=O)O.C1(=C(C=CC2=CC=CC=C12)OCCO)C1=C(C=CC2=CC=CC=C12)OCCO ((±)-2,2'-((1,1'-binaphthalene)-2,2'-diylbis(oxy))-bis(ethanol) dimethacrylate), CCCCCC (Hexane). Solvent: C1CCOC1 (THF), CC#N (CH3CN), C1CCOC1 (THF). Conditions: temperature 0 celsius, time 8 hour. The product is C(C(=C)C)(=O)O.C(C(=C)C)(=O)O.C1(=C(C=CC2=CC=CC=C12)OC(C)O)C1=C(C=CC2=CC=CC=C12)OC(C)O ((1,1'-binaphthalene)-2,2'-diylbis(oxy)bis(ethanol) dimethacrylate). Yield: 142.6%. Reaction SMILES: [C:1]([OH:6])(=[O:5])[C:2]([CH3:4])=[CH2:3].[C:7]([OH:12])(=[O:11])[C:8]([CH3:10])=[CH2:9].[C:13]1([C:27]2[C:36]3[C:31](=[CH:32][CH:33]=[CH:34][CH:35]=3)[CH:30]=[CH:29][C:28]=2[O:37]CCO)[C:22]2[C:17](=[CH:18][CH:19]=[CH:20][CH:21]=2)[CH:16]=[CH:15][C:14]=1[O:23]CCO.CCCCCC>CC#N.C1COCC1>[C:1]([OH:6])(=[O:5])[C:2]([CH3:4])=[CH2:3].[C:7]([OH:12])(=[O:11])[C:8]([CH3:10])=[CH2:9].[C:27]1([C:13]2[C:22]3[C:17](=[CH:18][CH:19]=[CH:20][CH:21]=3)[CH:16]=[CH:15][C:14]=2[O:23][CH:1]([OH:6])[CH3:2])[C:36]2[C:31](=[CH:32][CH:33]=[CH:34][CH:35]=2)[CH:30]=[CH:29][C:28]=1[O:37][CH:7]([OH:11])[CH3:8] |f:0.1.2,6.7.8|. Procedure details: BMPDMS (260 mg), TASHF2 (100 microliters, 0.1 M. in CH3CH) and THF (125 mL) were added to a dry 250 mL 3-necked round-bottomed flask equipped with a magnetic stirrer, a thermocouple, a reflux condenser and a nitrogen bubbler and the mixture was cooled to 0° C. A solution of (±)-2,2'-((1,1'-binaphthalene)-2,2'-diylbis(oxy))-bis(ethanol) dimethacrylate (2.5 g, 4.9 mmole) and TASHF2 (100 μL, 0.1 M. in CH3CN) in THF (125 mL) were added dropwise (0.5 mL/min) to the solution in the 250 mL flask to giv... Reactants: Brc1nccs1, CC(C)(C)S(=O)N=CC(CO[Si](C)(C)C(C)(C)C)O[Si](C)(C)C(C)(C)C, [Li]CCCC. Product: CC(C)(C)S(=O)NC(c1nccs1)C(CO[Si](C)(C)C(C)(C)C)O[Si](C)(C)C(C)(C)C. RXN SMILES: [Br:1][c:2]1[s:3][cH:4][cH:5][n:6]1.[C:12]([CH3:13])([CH3:14])([CH3:15])[Si:16]([O:17][CH:18]([CH:19]=[N:20][S:21](=[O:22])[C:23]([CH3:24])([CH3:25])[CH3:26])[CH2:27][O:28][Si:29]([CH3:30])([CH3:31])[C:32]([CH3:33])([CH3:34])[CH3:35])([CH3:36])[CH3:37].[CH2:7]([Li:8])[CH2:9][CH2:10][CH3:11]>>[c:2]1([CH:19]([CH:18]([O:17][Si:16]([C:12]([CH3:13])([CH3:14])[CH3:15])([CH3:36])[CH3:37])[CH2:27][O:28][Si:29]([CH3:30])([CH3:31])[C:32]([CH3:33])([CH3:34])[CH3:35])[NH:20][S:21](=[O:22])[C:23]([CH3:24])([CH3:25])[CH3:26])[s:3][cH:4][cH:5][n:6]1. Starting materials: N (ammonia), BrC=1C=C(N)C=C(C1)C(F)(F)F (3-bromo-5-(trifluoromethyl)aniline), CC=1N=CNC1 (4-methylimidazole), C(=O)([O-])[O-].[K+].[K+] (K2CO3), OC=1C=CC=C2C=CC=NC12 (8-hydroxyquinoline). The reagents and catalysts are [Cu]I (CuI). Run in CCOC(=O)C (EtOAc), O (H2O), CS(=O)C (DMSO). Conditions: temperature 120 celsius, time 16 hour. Product: CC=1N=CN(C1)C=1C=C(N)C=C(C1)C(F)(F)F (3-(4-Methyl-1H-imidazol-1-yl)-5-(trifluoromethyl)aniline). Yield: 59.1%. RXN SMILES: Br[C:2]1[CH:3]=[C:4]([CH:6]=[C:7]([C:9]([F:12])([F:11])[F:10])[CH:8]=1)[NH2:5].[CH3:13][C:14]1[N:15]=[CH:16][NH:17][CH:18]=1.C([O-])([O-])=O.[K+].[K+].OC1C=CC=C2C=1N=CC=C2.N>CS(C)=O.[Cu]I.CCOC(C)=O.O>[CH3:13][C:14]1[N:15]=[CH:16][N:17]([C:2]2[CH:3]=[C:4]([CH:6]=[C:7]([C:9]([F:12])([F:11])[F:10])[CH:8]=2)[NH2:5])[CH:18]=1 |f:2.3.4|. Reported procedure: A suspension of 3-bromo-5-(trifluoromethyl)aniline (4.8 g, 20 mmol), 4-methylimidazole (1.97 g, 24 mmol), K2CO3 (3.04 g, 22 mmol), CuI (0.57 g, 3 mmol) and 8-hydroxyquinoline (0.44 g, 3 mmol) in 20 mL DMSO was stirred at 120° C. in a sealed tube under Ar2 for 16 hrs. The mixture was cooled down to 50° C. and 28% aq ammonia (10 mL) was added. The mixture was maintained at this temperature for 1 h. After cooling to rt, H2O and EtOAc were added. The aqueous layer was extracted with EtOAc (60 mL×3) ...